Dataset: the Open Reaction Database (ORD), a public repository of structured organic reaction records. Task: describe an organic reaction: reactants, conditions, products, and yield Reactants: C(CCC)[Li] (n-butyl lithium), C(CCCCCC)C=1C=CC(=NC1)C1=CC=C(C=C1)Br (5-heptyl-2-(4-bromophenyl) pyridine), B(OC)(OC)OC (trimethyl borate). The solvent is C1CCOC1 (THF). Run at temperature -60 celsius, time 30 minute. Yields the product C(CCCCCC)C=1C=CC(=NC1)C1=CC=C(C=C1)B(O)O (4-(5-heptylpyridin-2-yl)phenyl boronic acid). Yield: 67.1%. Reaction SMILES: C([Li])CCC.[CH2:6]([C:13]1[CH:14]=[CH:15][C:16]([C:19]2[CH:24]=[CH:23][C:22](Br)=[CH:21][CH:20]=2)=[N:17][CH:18]=1)[CH2:7][CH2:8][CH2:9][CH2:10][CH2:11][CH3:12].[B:26](OC)([O:29]C)[O:27]C>C1COCC1>[CH2:6]([C:13]1[CH:14]=[CH:15][C:16]([C:19]2[CH:24]=[CH:23][C:22]([B:26]([OH:29])[OH:27])=[CH:21][CH:20]=2)=[N:17][CH:18]=1)[CH2:7][CH2:8][CH2:9][CH2:10][CH2:11][CH3:12]. Procedure: 9 ml of n-butyl lithium (1.68M hexane solution) was added dropwise to a solution of 5 g of 5-heptyl-2-(4-bromophenyl) pyridine prepared by the method described in Toku-Kai-Sho 60-163864 in 100 ml of THF with maintaining at -60° C. After stirring for 30 minutes with maintaining at -60° C., 3 g of trimethyl borate was added and stirred for further 1 hour. After the inner temperature was recovered gradually to the room temperature, 40 ml of 6N hydrochloric acid was added and then THF was distilled ... The reactants are N#Cc1ccc(C=O)cc1, CC(=O)C=P(c1ccccc1)(c1ccccc1)c1ccccc1, ClCCl. Product: CC(=O)C=Cc1ccc(C#N)cc1. As a reaction SMILES: [C:1](#[N:2])[c:3]1[cH:4][cH:5][c:6]([CH:7]=[O:8])[cH:9][cH:10]1.[CH:11]([C:12](=[O:13])[CH3:14])=[P:15]([c:16]1[cH:17][cH:18][cH:19][cH:20][cH:21]1)([c:22]1[cH:23][cH:24][cH:25][cH:26][cH:27]1)[c:28]1[cH:29][cH:30][cH:31][cH:32][cH:33]1.[Cl:34][CH2:35][Cl:36]>>[C:1](#[N:2])[c:3]1[cH:4][cH:5][c:6]([CH:7]=[CH:11][C:12](=[O:13])[CH3:14])[cH:9][cH:10]1. Starting materials: CC(C)OC(=O)/N=N/C(=O)OC(C)C (Diisopropylazodicarboxylate), CC1=CC=CC(=N1)CO ((6-methylpyridin-2-yl)methanol), C1(=CC=CC=C1)P(C1=CC=CC=C1)C1=CC=CC=C1 (Triphenylphosphine), C1(NC(C2=CC=CC=C12)=O)=O (isoindoline-1,3-dione). Run in C1CCOC1 (THF), C1CCOC1 (THF). Conditions: time 2 hour. Yields the product CC1=CC=CC(=N1)CN1C(C2=CC=CC=C2C1=O)=O (2-((6-methylpyridin-2-yl)methyl)isoindoline-1,3-dione). RXN SMILES: CC(OC(/N=N/C(OC(C)C)=O)=O)C.[CH3:15][C:16]1[N:21]=[C:20]([CH2:22]O)[CH:19]=[CH:18][CH:17]=1.C1(P(C2C=CC=CC=2)C2C=CC=CC=2)C=CC=CC=1.[C:43]1(=[O:53])[C:51]2[C:46](=[CH:47][CH:48]=[CH:49][CH:50]=2)[C:45](=[O:52])[NH:44]1>C1COCC1>[CH3:15][C:16]1[N:21]=[C:20]([CH2:22][N:44]2[C:45](=[O:52])[C:46]3[C:51](=[CH:50][CH:49]=[CH:48][CH:47]=3)[C:43]2=[O:53])[CH:19]=[CH:18][CH:17]=1. Reported procedure: 2.5 mL of Diisopropylazodicarboxylate in 1.5 mL of THF was added dropwise to a solution of 250 mg of (6-methylpyridin-2-yl)methanol, 2.8 g of Triphenylphosphine and 1.6 g of isoindoline-1,3-dione in anhydrous THF at room temperature. The reaction was stirred for 2 hours and monitored by TLC. Upon complection, the solvent was concentrated, the crude material was extracted in water and Chloroform 3 times and dried over Magnesium Sulfate. The crude was purified via ISCO Combi-Flash to yield 2-((6-m... The reactants are [Li]CCCC, c1ccc(COCn2ccnc2)cc1, C1CCOC1, CON(C)C(=O)C(C)NC(=O)OCc1ccccc1, CC(C)[Mg+], [Cl-]. The product is CC(NC(=O)OCc1ccccc1)C(=O)c1nccn1COCc1ccccc1. Reaction SMILES: [CH2:15]([Li:16])[CH2:17][CH2:18][CH3:19].[CH2:1]([c:2]1[cH:3][cH:4][cH:5][cH:6][cH:7]1)[O:8][CH2:9][n:10]1[cH:11][n:12][cH:13][cH:14]1.[CH2:44]1[O:45][CH2:46][CH2:47][CH2:48]1.[CH3:20][O:21][N:22]([C:23]([CH:24]([CH3:25])[NH:26][C:27]([O:28][CH2:29][c:30]1[cH:31][cH:32][cH:33][cH:34][cH:35]1)=[O:36])=[O:37])[CH3:38].[CH:40]([Mg+:41])([CH3:42])[CH3:43].[Cl-:39]>>[CH2:1]([c:2]1[cH:3][cH:4][cH:5][cH:6][cH:7]1)[O:8][CH2:9][n:10]1[c:11]([C:23]([CH:24]([CH3:25])[NH:26][C:27]([O:28][CH2:29][c:30]2[cH:31][cH:32][cH:33][cH:34][cH:35]2)=[O:36])=[O:37])[n:12][cH:13][cH:14]1.